From a dataset of the Open Reaction Database (ORD), a public repository of structured organic reaction records. describe an organic reaction: reactants, conditions, products, and yield Starting materials: O1[C@@]23[C@@H]1C[C@@]1([C@]([C@@H](CC1C2C[C@@H](C2=CC(C=C[C@]32C)=O)F)C)(C(=O)OC)OC(=O)C3=NC=C(N=C3)C)C (5-methylpyrazine-2 carboxylic acid (6S,9S,10S,11S,13S,16R,17R)-9,11-epoxy-6-fluoro-17-methoxycarbonyl-10,13,16-trimethyl-3-oxo-6,7,8,9,10,11,12,13,14,15,16,17-dodecahydro-3H-cyclopenta[a]phenanthren-17-yl ester). Run in C1(=CC=CC=C1)C (toluene). Run at time 16 hour. Yields the product CC=1N=CC(=NC1)C(=O)O (5-methylpyrazine-2-carboxylic acid), 9-chloro-6-flouro-11-hydroxy-17-methoxycarbonyl-10,13,16-trimethyl-3-oxo-6,7,8,9,10,11,12,13,14,15,16,17-dodecahydro-3H-cyclopenta[a]phenanthren-17-yl ester. Reaction SMILES: O1[C@H]2C[C@@]3(C)C(C4C[C@H](F)C5[C@@](C)([C@]124)C=CC(=O)C=5)C[C@@H](C)[C@]3([O:27][C:28]([C:30]1[CH:35]=[N:34][C:33]([CH3:36])=[CH:32][N:31]=1)=[O:29])C(OC)=O>C1(C)C=CC=CC=1>[CH3:36][C:33]1[N:34]=[CH:35][C:30]([C:28]([OH:29])=[O:27])=[N:31][CH:32]=1. Reported procedure: The product of Step 2 (1.92 g) is dissolved in toluene (100 mL). HCl gas is bubbled through the solution for 90 minutes and the reaction mixture is stirred at room temperature for 16 hours. The solvent is evaporated, the crude product triturated with hot ethanol and dried to afford 5-methylpyrazine-2-carboxylic acid 6S,9R,10S,11S,13S,16R,17R)-9-chloro-6-flouro-11-hydroxy-17-methoxycarbonyl-10,13,16-trimethyl-3-oxo-6,7,8,9,10,11,12,13,14,15,16,17-dodecahydro-3H-cyclopenta[a]phenanthren-17-yl este... Starting materials: CCOC(=O)c1cn2c(n1)c(C(N)=O)nc1ccccc12, CCO, Cl, [Na+], [Na], [OH-], O. The product is NC(=O)c1nc2ccccc2n2cc(C(=O)O)nc12. RXN SMILES: [C:1]([NH2:2])(=[O:3])[c:4]1[c:5]2[n:6]([c:7]3[cH:8][cH:9][cH:10][cH:11][c:12]3[n:13]1)[cH:14][c:15]([C:17](=[O:18])[O:19][CH2:20][CH3:21])[n:16]2.[CH3:26][CH2:27][OH:28].[ClH:25].[Na+:23].[Na:24].[OH-:22].[OH2:29]>>[C:1]([NH2:2])(=[O:3])[c:4]1[c:5]2[n:6]([c:7]3[cH:8][cH:9][cH:10][cH:11][c:12]3[n:13]1)[cH:14][c:15]([C:17](=[O:18])[OH:19])[n:16]2.